Task: describe an organic reaction: reactants, conditions, products, and yield. Dataset: the Open Reaction Database (ORD), a public repository of structured organic reaction records Reactants: COC(=O)c1cccn(-c2ccccc2C)c1=O, CO, Cl, [Na+], [OH-]. Product: Cc1ccccc1-n1cccc(C(=O)O)c1=O. As a reaction SMILES: [CH3:1][c:2]1[c:3](-[n:8]2[c:9](=[O:18])[c:10]([C:14](=[O:15])[O:16][CH3:17])[cH:11][cH:12][cH:13]2)[cH:4][cH:5][cH:6][cH:7]1.[CH3:22][OH:23].[ClH:21].[Na+:20].[OH-:19]>>[CH3:1][c:2]1[c:3](-[n:8]2[c:9](=[O:18])[c:10]([C:14](=[O:15])[OH:16])[cH:11][cH:12][cH:13]2)[cH:4][cH:5][cH:6][cH:7]1. Reactants: Cl(=O)[O-].[Na+] (sodium chlorite), [OH-].[Na+] (sodium hydroxide), crude product, BrC=1SC=CC1C=O (2-bromo-3-thiophenecarbaldehyde), P(=O)(O)(O)[O-].[Na+] (sodium dihydrogen phosphate). Run in O (water), C(C)#N (acetonitrile), O (water), OO (hydrogen peroxide). Reaction conditions: time 2 hour. The product is BrC=1SC=CC1C(=O)O (2-bromo-3-thiophenecarboxylic acid). Reaction SMILES: [Br:1][C:2]1[S:3][CH:4]=[CH:5][C:6]=1[CH:7]=[O:8].P([O-])(O)(O)=[O:10].[Na+].Cl([O-])=O.[Na+].[OH-].[Na+]>C(#N)C.O.OO>[Br:1][C:2]1[S:3][CH:4]=[CH:5][C:6]=1[C:7]([OH:10])=[O:8] |f:1.2,3.4,5.6|. Procedure details: A mixture of 2-bromo-3-methylthiophene (17.7 g), N-bromosuccinimide (17.7 g), 2,2'-azobis(isobutyronitrile) (0.32 g) and carbon tetrachloride (200 ml) was stirred for 4 hours under reflux. The mixture was concentrated under reduced pressure and the residue was purified by silica gel column chromatography to give 3-bromomethyl-2-bromothiophene (12.56 g). A suspension of 3-bromomethyl-2-bromothiophene (6.30 g), potassium acetate (9.8 g) in acetone (100 ml) was stirred at room temperature for 3 hou... Starting materials: CCO, FCC1(CF)Oc2ccc(C(F)(F)C(F)(F)F)cc2C2OC21, Cn1nc(O)ccc1=O, c1ccncc1. Product: Cn1nc(OC2c3cc(C(F)(F)C(F)(F)F)ccc3OC(CF)(CF)C2O)ccc1=O. As a reaction SMILES: [CH3:38][CH2:39][OH:40].[O:1]1[CH:2]2[C:3]([CH2:19][F:20])([CH2:21][F:22])[O:4][c:5]3[c:6]([cH:8][c:9]([C:12]([C:13]([F:14])([F:15])[F:16])([F:17])[F:18])[cH:10][cH:11]3)[CH:7]12.[OH:23][c:24]1[n:25][n:26]([CH3:31])[c:27](=[O:30])[cH:28][cH:29]1.[cH:32]1[cH:33][cH:34][n:35][cH:36][cH:37]1>>[OH:1][CH:2]1[C:3]([CH2:19][F:20])([CH2:21][F:22])[O:4][c:5]2[c:6]([cH:8][c:9]([C:12]([C:13]([F:14])([F:15])[F:16])([F:17])[F:18])[cH:10][cH:11]2)[CH:7]1[O:23][c:24]1[n:25][n:26]([CH3:31])[c:27](=[O:30])[cH:28][cH:29]1. Reactants: C(O)(O)=O.NNC(=N)N (aminoguanidine hydrogencarbonate), C(C)(=O)[O-].[Na+] (sodium acetate), O=C1C[C@H]2CC[C@H]3[C@]4(CC[C@@H]([C@@]4(C)CC[C@@H]3[C@]2(CC1)C)C=O)O (3-oxo-14β-hydroxy-5β-androstane-17β-carboxaldehyde). The solvent is C(C)(=O)O (acetic acid), O1CCOCC1 (dioxane). The product is C(C)(=O)O[C@]12CC[C@@H]([C@@]1(C)CC[C@@H]1[C@]3(CCC(C[C@H]3CC[C@@H]21)=O)C)/C=N/NC(=N)N ((E)-3-oxo-17β-guanidinoiminomethyl-5β-androstane-14β-ol acetate). Yield: 76.4%. Reaction SMILES: C(=O)(O)O.[NH2:5][NH:6][C:7]([NH2:9])=[NH:8].[C:10]([O-:13])(=[O:12])[CH3:11].[Na+].[O:15]=[C:16]1[CH2:33][CH2:32][C@@:31]2([CH3:34])[C@H:18]([CH2:19][CH2:20][C@@H:21]3[C@@H:30]2[CH2:29][CH2:28][C@@:26]2([CH3:27])[C@:22]3(O)[CH2:23][CH2:24][C@@H:25]2[CH:35]=O)[CH2:17]1>C(O)(=O)C.O1CCOCC1>[C:10]([O:13][C@@:22]12[C@H:21]3[C@@H:30]([C@:31]4([CH3:34])[C@H:18]([CH2:19][CH2:20]3)[CH2:17][C:16](=[O:15])[CH2:33][CH2:32]4)[CH2:29][CH2:28][C@:26]1([CH3:27])[C@@H:25](/[CH:35]=[N:5]/[NH:6][C:7]([NH2:9])=[NH:8])[CH2:24][CH2:23]2)(=[O:12])[CH3:11] |f:0.1,2.3|. Procedure details: To a solution of 0.13 g of aminoguanidine hydrogencarbonate, 2.00 g of sodium acetate in 25 ml of 0.2M acetic acid a solution of 0.30 g 3-oxo-14β-hydroxy-5β-androstane-17β-carboxaldehyde (Prepn. 5) in 40 ml of dioxane was added dropwise. After 2 hrs the mixture was evaporated to dryness under reduced pressure and the crude product was extracted three times with iso-propanol. Evaporation of the solvent gave 0.30 g of (E)-3-oxo-17β-guanidinoiminomethyl-5β-androstane-14β-ol acetate as a white foam. Product: O=C(NC(CO)CO)OCc1ccc([N+](=O)[O-])cc1. Reactants: CCOC(C)=O, CCO, Cl, C1CCOC1, O, COC(=O)C(CO)NC(=O)OCc1ccc([N+](=O)[O-])cc1. RXN SMILES: [CH3:24][CH2:25][O:26][C:27](=[O:28])[CH3:29].[CH3:35][CH2:36][OH:37].[ClH:22].[O:30]1[CH2:31][CH2:32][CH2:33][CH2:34]1.[OH2:23].[OH:1][CH2:2][CH:3]([C:4](=[O:5])[O:6][CH3:7])[NH:8][C:9](=[O:10])[O:11][CH2:12][c:13]1[cH:14][cH:15][c:16]([N+:19](=[O:20])[O-:21])[cH:17][cH:18]1>>[OH:1][CH2:2][CH:3]([CH2:4][OH:5])[NH:8][C:9](=[O:10])[O:11][CH2:12][c:13]1[cH:14][cH:15][c:16]([N+:19](=[O:20])[O-:21])[cH:17][cH:18]1.